This data is from the Open Reaction Database (ORD), a public repository of structured organic reaction records. The task is: describe an organic reaction: reactants, conditions, products, and yield Starting materials: Cl (hydrochloric acid), solution, C1(=CC=C(C=C1)[Mg]Br)C (4-tolylmagnesium bromide), C(C(=O)OCC)(=O)OCC (diethyl oxalate). The solvent is CCOCC (ether), O1CCCC1 (tetrahydrofuran). Run at time 1.5 hour. Product: C1(=CC=C(C=C1)C(C(=O)OCC)=O)C (ethyl 4-tolylglyoxylate). The yield is 76.0%. As a reaction SMILES: [C:1]1([CH3:9])[CH:6]=[CH:5][C:4]([Mg]Br)=[CH:3][CH:2]=1.[C:10](OCC)(=[O:16])[C:11]([O:13][CH2:14][CH3:15])=[O:12].Cl>CCOCC.O1CCCC1>[C:1]1([CH3:9])[CH:6]=[CH:5][C:4]([C:10](=[O:16])[C:11]([O:13][CH2:14][CH3:15])=[O:12])=[CH:3][CH:2]=1. Reported procedure: A 1.0 M solution of 4-tolylmagnesium bromide in ether (20.5 ml) is added dropwise to a solution of diethyl oxalate (6.5 g) in anhydrous tetrahydrofuran (41 ml) under a nitrogen atmosphere and ice cooling. Five minutes after completing the addition, the mixture is stirred at room temperature for 1.5 hours. To the reaction mixture is added 1 N hydrochloric acid, and the whole is extracted with ether. The organic layer is washed with water and saturated brine successively, dried over anhydrous magn... The reactants are [Li]CCCC, Cl[Si](Cl)(c1ccccc1)c1ccccc1, O, O[SiH3], Brc1c2ccccc2cc2ccccc12. The product is O[Si](c1ccccc1)(c1ccccc1)c1c2ccccc2cc2ccccc12. RXN SMILES: [CH2:18]([Li:19])[CH2:20][CH2:21][CH3:22].[Cl:23][Si:24]([c:25]1[cH:26][cH:27][cH:28][cH:29][cH:30]1)([c:31]1[cH:32][cH:33][cH:34][cH:35][cH:36]1)[Cl:37].[OH2:38].[SiH3:1][OH:2].[cH:3]1[cH:4][cH:5][cH:6][c:7]2[cH:8][c:9]3[cH:10][cH:11][cH:12][cH:13][c:14]3[c:15]([Br:17])[c:16]12>>[OH:2][Si:24]([c:15]1[c:14]2[c:9]([cH:8][c:7]3[cH:6][cH:5][cH:4][cH:3][c:16]31)[cH:10][cH:11][cH:12][cH:13]2)([c:25]1[cH:26][cH:27][cH:28][cH:29][cH:30]1)[c:31]1[cH:32][cH:33][cH:34][cH:35][cH:36]1. The reactants are COc1ccc(-c2nc(-c3cccnc3)c(C)[nH]2)c(OC)c1, CI, CN(C)C=O, [H-], [Na+], O. The product is COc1ccc(-c2nc(-c3cccnc3)c(C)n2C)c(OC)c1. As a reaction SMILES: [CH3:1][O:2][c:3]1[c:4](-[c:11]2[nH:12][c:13]([CH3:22])[c:14](-[c:16]3[cH:17][n:18][cH:19][cH:20][cH:21]3)[n:15]2)[cH:5][cH:6][c:7]([O:9][CH3:10])[cH:8]1.[CH3:25][I:26].[CH3:28][N:29]([CH3:30])[CH:31]=[O:32].[H-:23].[Na+:24].[OH2:27]>>[CH3:1][O:2][c:3]1[c:4](-[c:11]2[n:12]([CH3:25])[c:13]([CH3:22])[c:14](-[c:16]3[cH:17][n:18][cH:19][cH:20][cH:21]3)[n:15]2)[cH:5][cH:6][c:7]([O:9][CH3:10])[cH:8]1.